This data is from the Open Reaction Database (ORD), a public repository of structured organic reaction records. The task is: describe an organic reaction: reactants, conditions, products, and yield Starting materials: NC1=C(C=CC=C1C(C1=CC=CC=C1)=O)CC(=O)O (2-amino-3-benzoylphenylacetic acid), [Cl-].[Mg+2].[Cl-] (magnesium chloride). Run at time 15 minute. Yields the product O.O.O.NC1=C(C=CC=C1C(C1=CC=CC=C1)=O)CC(=O)[O-].[Mg+2].NC1=C(C=CC=C1C(C1=CC=CC=C1)=O)CC(=O)[O-] (Magnesium 2-amino-3-benzoylphenylacetate Trihydrate). RXN SMILES: [NH2:1][C:2]1[C:7]([C:8](=[O:15])[C:9]2[CH:14]=[CH:13][CH:12]=[CH:11][CH:10]=2)=[CH:6][CH:5]=[CH:4][C:3]=1[CH2:16][C:17]([OH:19])=[O:18].[Cl-].[Mg+2:21].[Cl-]>>[OH2:15].[OH2:15].[OH2:15].[NH2:1][C:2]1[C:7]([C:8](=[O:15])[C:9]2[CH:14]=[CH:13][CH:12]=[CH:11][CH:10]=2)=[CH:6][CH:5]=[CH:4][C:3]=1[CH2:16][C:17]([O-:19])=[O:18].[Mg+2:21].[NH2:1][C:2]1[C:7]([C:8](=[O:15])[C:9]2[CH:14]=[CH:13][CH:12]=[CH:11][CH:10]=2)=[CH:6][CH:5]=[CH:4][C:3]=1[CH2:16][C:17]([O-:19])=[O:18] |f:1.2.3,4.5.6.7.8.9|. Reported procedure: An aqueous solution of 6.36 g. (0.02 mole) of 2-amino-3-benzoylphenylacetic acid was treated with an aqueous solution of magnesium chloride (0.01 mole). A precipitate formed immediately. After 15 min. of stirring, the bright yellow precipitate was filtered and dried. The yield was 4.06 g. and the salt melted over the broad range of 150°-190° C. The reactants are NC1=CC(=C(C=C1)N1C(=NN(C1=S)C)C(F)(F)F)Cl (4-(4-amino-2-chlorophenyl)-3-trifluoromethyl-4,5-dihydro-1-methyl-1,2,4-triazol-5(1H)-thione), C(C)#N (acetonitrile), C([O-])(O)=O.[Na+] (sodium bicarbonate), ICC (iodoethane), ICC (iodoethane), Compound 98. Run in O (Water). Run at time 2 day. Product: ClC1=C(C=CC(=C1)N(CC)CC)N1C(=NN(C1=S)C)C(F)(F)F (4-(2-chloro-4-diethylaminophenyl)-3-trifluoromethyl-4,5-dihydro-1-methyl-1,2,4-triazol-5(1H)-thione). RXN SMILES: [NH2:1][C:2]1[CH:7]=[CH:6][C:5]([N:8]2[C:12](=[S:13])[N:11]([CH3:14])[N:10]=[C:9]2[C:15]([F:18])([F:17])[F:16])=[C:4]([Cl:19])[CH:3]=1.[C:20](#N)[CH3:21].C(=O)(O)[O-].[Na+].I[CH2:29][CH3:30]>O>[Cl:19][C:4]1[CH:3]=[C:2]([N:1]([CH2:20][CH3:21])[CH2:29][CH3:30])[CH:7]=[CH:6][C:5]=1[N:8]1[C:12](=[S:13])[N:11]([CH3:14])[N:10]=[C:9]1[C:15]([F:16])([F:18])[F:17] |f:2.3|. Procedure: To a stirred solution of 3.5 g (0.011 mole) of 4-(4-amino-2-chlorophenyl)-3-trifluoromethyl-4,5-dihydro-1-methyl-1,2,4-triazol-5(1H)-thione in a 100 ml of acetonitrile were added in succession 2.9 g (0.034 mole) of sodium bicarbonate and 3.7 g (0.024 mole) of iodoethane. The reaction mixture was heated at reflux for approximately 18 hours. An additional 1.8 g (0.011 mole) of iodoethane was added, and the reaction was stirred at room temperature for two days. The mixture was cooled, and the solve... Reactants: C(=O)([O-])[O-].[K+].[K+] (K2CO3), BrC=1C=C(C=CC1)O (3-bromophenol), BrC=1C=CC(=C(C=O)C1)OCCBr (5-bromo-2-(2-bromoethoxy)benzaldehyde). The solvent is CN(C)C=O (DMF). Reaction conditions: time 2 hour. The product is BrC=1C=CC(=C(C=O)C1)OCCOC1=CC(=CC=C1)Br (5-bromo-2-[2-(3-bromophenoxy)ethoxy]benzaldehyde). RXN SMILES: [Br:1][C:2]1[CH:3]=[CH:4][C:5]([O:10][CH2:11][CH2:12]Br)=[C:6]([CH:9]=1)[CH:7]=[O:8].C([O-])([O-])=O.[K+].[K+].[Br:20][C:21]1[CH:22]=[C:23]([OH:27])[CH:24]=[CH:25][CH:26]=1>CN(C=O)C>[Br:1][C:2]1[CH:3]=[CH:4][C:5]([O:10][CH2:11][CH2:12][O:27][C:23]2[CH:24]=[CH:25][CH:26]=[C:21]([Br:20])[CH:22]=2)=[C:6]([CH:9]=1)[CH:7]=[O:8] |f:1.2.3|. Procedure details: 5-Bromo-2-(2-bromoethoxy)benzaldehyde (170 mg, 0.55 mol) obtained in step 1) was dissolved in DMF (20 ml), and K2CO3 (229.43 mg, 1.66 mmol), KI (9.96 mg, 0.06 mmol), and 3-bromophenol (95.46 mg, 0.55 mmol) were added to the solution, followed by stirring for 2 hours at an elevated temperature. After completion of the reaction, the reaction solution was cooled to room temperature, washed with an aqueous saturated NH4Cl solution and extracted with ethyl acetate. The organic layer thus obtained was...